This data is from the Open Reaction Database (ORD), a public repository of structured organic reaction records. The task is: describe an organic reaction: reactants, conditions, products, and yield The reactants are CC1(CC(C(C1)=O)=O)C (4,4-dimethyl-cyclopentane-1,2-dione), COP(OC)(=O)CC(=O)C=1C=NN(C1C1CC1)C ([2-(5-Cyclopropyl-1-methyl-1H-pyrazol-4-yl)-2-oxo-ethyl]-phosphonic acid dimethyl ester), O.NN (hydrazine monohydrate). Product: C1(CC1)C1=C(C=NN1C)C1=CC2=C(N=N1)CC(C2)(C)C (3-(5-Cyclopropyl-1-methyl-1H-pyrazol-4-yl)-6,6-dimethyl-6,7-dihydro-5H-cyclopenta[c]pyridazine). As a reaction SMILES: [CH3:1][C:2]1([CH3:9])[CH2:6][C:5](=O)[C:4](=O)[CH2:3]1.COP([CH2:16][C:17]([C:19]1[CH:20]=[N:21][N:22]([CH3:27])[C:23]=1[CH:24]1[CH2:26][CH2:25]1)=O)(=O)OC.O.[NH2:29][NH2:30]>>[CH:24]1([C:23]2[N:22]([CH3:27])[N:21]=[CH:20][C:19]=2[C:17]2[N:30]=[N:29][C:4]3[CH2:3][C:2]([CH3:9])([CH3:1])[CH2:6][C:5]=3[CH:16]=2)[CH2:26][CH2:25]1 |f:2.3|. Reported procedure: yellow gum. MS (ESI): 269.2 (MH+). Prepared from 4,4-dimethyl-cyclopentane-1,2-dione, [2-(5-Cyclopropyl-1-methyl-1H-pyrazol-4-yl)-2-oxo-ethyl]-phosphonic acid dimethyl ester, hydrazine monohydrate. Reactants: [OH-].[K+] (potassium hydroxide), ClC1=CC=[N+](C2=CC(=CC=C12)C(F)(F)F)[O-] (4-chloro-7-trifluoromethylquinoline-1-oxide). Solvent: industrial methylated spirit. Product: OC1=CC=[N+](C2=CC(=CC=C12)C(F)(F)F)[O-] (4-hydroxy-7-trifluoromethylquinoline-1-oxide). As a reaction SMILES: [OH-:1].[K+].Cl[C:4]1[C:13]2[C:8](=[CH:9][C:10]([C:14]([F:17])([F:16])[F:15])=[CH:11][CH:12]=2)[N+:7]([O-:18])=[CH:6][CH:5]=1>>[OH:1][C:4]1[C:13]2[C:8](=[CH:9][C:10]([C:14]([F:17])([F:16])[F:15])=[CH:11][CH:12]=2)[N+:7]([O-:18])=[CH:6][CH:5]=1 |f:0.1|. Procedure details: A mixture of potassium hydroxide (50.4 g), 4-chloro-7-trifluoromethylquinoline-1-oxide (21.8 g) and industrial methylated spirit (800 ml) was heated under reflux for 150 minutes. The solvent was evaporated, the residue was triturated with water (600 ml) and filtered. The filtrate was neutralised with glacial acetic acid (150 ml) with cooling and the resultant precipitate collected by filtration, washed with water (50 ml) and dried. The crude product was crystallised from methanol to give the nov... The reactants are BrC1=CC(=C(C=C1)C1(CCOCC1)C(=O)OC)[N+](=O)[O-] (methyl 4-(4-bromo-2-nitrophenyl)tetrahydro-2H-pyran-4-carboxylate). The reagents and catalysts are [Fe] (Fe). Run in CC(=O)O (AcOH). Run at temperature 100 celsius. Yields the product BrC1=CC=C2C(=C1)NC(C21CCOCC1)=O (6-Bromo-2′,3′,5′,6′-tetrahydrospiro[indoline-3,4′-pyran]-2-one). Reaction SMILES: [Br:1][C:2]1[CH:7]=[CH:6][C:5]([C:8]2([C:14](OC)=[O:15])[CH2:13][CH2:12][O:11][CH2:10][CH2:9]2)=[C:4]([N+:18]([O-])=O)[CH:3]=1>[Fe].CC(O)=O>[Br:1][C:2]1[CH:3]=[C:4]2[NH:18][C:14](=[O:15])[C:8]3([CH2:13][CH2:12][O:11][CH2:10][CH2:9]3)[C:5]2=[CH:6][CH:7]=1. Reported procedure: Prepared according to procedure J using methyl 4-(4-bromo-2-nitrophenyl)tetrahydro-2H-pyran-4-carboxylate (6.67 g, 19.4 mmol), AcOH (97 mL) and Fe powder (5.42 g, 96.97 mmol) and heating the mixture at 100° C. for 2 h. After purification 6-bromo-2′,3′,5′,6′-tetrahydrospiro[indoline-3,4′-pyran]-2-one was obtained as an orange solid. Mass Spectrum (ESI) m/e=282 [(M+1) (79Br)] and 284 [(M+1) (81Br)]. Starting materials: CC(=O)O, CC(C)(C)C(=O)OC1CC(=O)C1(Cl)Cl, [Zn]. The product is CC(C)(C)C(=O)OC1CC(=O)C1. Reaction SMILES: [C:15]([OH:16])(=[O:17])[CH3:18].[C:1]([C:2]([CH3:3])([CH3:4])[CH3:5])(=[O:6])[O:7][CH:8]1[C:9]([Cl:13])([Cl:14])[C:10](=[O:12])[CH2:11]1.[Zn:19]>>[C:1]([C:2]([CH3:3])([CH3:4])[CH3:5])(=[O:6])[O:7][CH:8]1[CH2:9][C:10](=[O:12])[CH2:11]1.